This data is from the Open Reaction Database (ORD), a public repository of structured organic reaction records. The task is: describe an organic reaction: reactants, conditions, products, and yield Reactants: COC=1C=C(C=C(C1O)OC)C(C)=O (3′,5′-dimethoxy-4′-hydroxyacetophenone), CN(C=O)C (Dimethylformamide), Cl.ClCCN1CCOCC1 (4-(2-chloroethyl)morpholine hydrochloride), C([O-])([O-])=O.[K+].[K+] (potassium carbonate). Solvent: O (water). Run at temperature 80 celsius. Yields the product COC=1C=C(C=C(C1OCCN1CCOCC1)OC)C(C)=O (1-[3,5-Dimethoxy-4-(2-morpholin-4-yl-ethoxy)-phenyl)ethanone). Yield: 69.8%. As a reaction SMILES: [CH3:1][O:2][C:3]1[CH:4]=[C:5]([C:12](=[O:14])[CH3:13])[CH:6]=[C:7]([O:10][CH3:11])[C:8]=1[OH:9].Cl.Cl[CH2:17][CH2:18][N:19]1[CH2:24][CH2:23][O:22][CH2:21][CH2:20]1.C(=O)([O-])[O-].[K+].[K+].CN(C)C=O>O>[CH3:11][O:10][C:7]1[CH:6]=[C:5]([C:12](=[O:14])[CH3:13])[CH:4]=[C:3]([O:2][CH3:1])[C:8]=1[O:9][CH2:17][CH2:18][N:19]1[CH2:24][CH2:23][O:22][CH2:21][CH2:20]1 |f:1.2,3.4.5|. Procedure details: In a vial, 500 mg (2.5 mmol) of 3′,5′-dimethoxy-4′-hydroxyacetophenone was combined with 4-(2-chloroethyl)morpholine hydrochloride (600 mg, 3.2 mmol), and powdered potassium carbonate (1.5 g, excess). Dimethylformamide (2 mL) was added, the vial was sealed, and the rxn was heated to 80° C. overnight. The reaction was diluted with water and extracted with diethyl ether. The organic extract was washed with brine, dried (Na2SO4), and evaporated in vacuo to afford 540 mg (67%) of 14 as a white solid... Reported procedure: 0.559 g (14.77 mmol) of sodium borohydride is added quickly to 2.294 g (7.35 mmol) of dibenzyl diselenide in 28 ml of ethanol. The reaction mixture is stirred at room temperature for 1 hour. 2.266 g (7 mmol) of 2,2,2-trichloro-1-(4-(4-methylpiperazine-1-yl)phenyl)ethanol and 1.680 g (42.0 mmol) of sodium hydroxide are then added. The reaction mixture is stirred at 35° C. for 24 hours. The solvent is concentrated and the crude product extracted with ethyl acetate after adding a pH 5 aqueous phase... Run at time 1 hour. Reaction SMILES: [BH4-].[Na+].C([Se][Se]CC1C=CC=CC=1)C1C=CC=CC=1.ClC(Cl)(Cl)C([C:23]1[CH:28]=[CH:27][C:26]([N:29]2[CH2:34][CH2:33][N:32]([CH3:35])[CH2:31][CH2:30]2)=[CH:25][CH:24]=1)O.[OH-:38].[Na+].[CH2:40]([OH:42])[CH3:41]>>[CH3:35][N:32]1[CH2:33][CH2:34][N:29]([C:26]2[CH:27]=[CH:28][C:23]([CH2:41][C:40]([OH:38])=[O:42])=[CH:24][CH:25]=2)[CH2:30][CH2:31]1 |f:0.1,4.5|. Product: CN1CCN(CC1)C1=CC=C(C=C1)CC(=O)O (2-(4-(4-methylpiperazine-1-yl)phenyl)acetic acid). Starting materials: [BH4-].[Na+] (sodium borohydride), C(C1=CC=CC=C1)[Se][Se]CC1=CC=CC=C1 (dibenzyl diselenide), C(C)O (ethanol), ClC(C(O)C1=CC=C(C=C1)N1CCN(CC1)C)(Cl)Cl (2,2,2-trichloro-1-(4-(4-methylpiperazine-1-yl)phenyl)ethanol), [OH-].[Na+] (sodium hydroxide). Starting materials: C[Si](C(F)(F)F)(C)C (trimethyl(trifluoromethyl)silane), CC(CCCCC)=O (2-heptanone), Cl (hydrochloric acid). The reagents and catalysts are O.O.O.[F-].C(CCC)[N+](CCCC)(CCCC)CCCC (tetrabutylammonium fluoride trihydrate). Run in O1CCCC1 (tetrahydrofuran). Run at temperature 48 celsius, time 2 hour. Product: FC(C(CCCCC)(O)C)(F)F (1,1,1-trifluoro-2-methyl-2-heptanol). Isolated yield 102.3%. As a reaction SMILES: C[Si](C)(C)[C:3]([F:6])([F:5])[F:4].[CH3:9][C:10](=[O:16])[CH2:11][CH2:12][CH2:13][CH2:14][CH3:15].Cl>O.O.O.[F-].C([N+](CCCC)(CCCC)CCCC)CCC.O1CCCC1>[F:4][C:3]([F:6])([F:5])[C:10]([CH3:9])([OH:16])[CH2:11][CH2:12][CH2:13][CH2:14][CH3:15] |f:3.4.5.6.7|. Reported procedure: 24.9 g of trimethyl(trifluoromethyl)silane, 16.0 g of 2-heptanone, 38 g of tetrahydrofuran and 350 mg of tetrabutylammonium fluoride trihydrate were charged into a four-necked flask equipped with a nitrogen feeding tube, a reflux condenser, a dropping funnel and a thermometer, and a reaction was effected by a conventional method. Then, 17.5 g of hydrochloric acid was dropwise added to the reaction mixture at a temperature of 25 to 48° C. over 30 minutes, followed by stirring at about 48° C. for ... Reactants: C(C)OC(CBr)=O (bromoacetic acid ethyl ester), C(C1=CC=CC=C1)#N (benzonitrile), Cl (hydrochloric acid), COCCOCCOC (diethylene glycol dimethyl ether), II (iodine). Reagents/catalysts: [Zn] (zinc), [Zn] (zinc). Conditions: time 17 hour. Yields the product C(C)OC(C=C(C1=CC=CC=C1)N)=O (β-aminocinnamic acid ethyl ester). The yield is 95.0%. RXN SMILES: Cl.COCCOCCOC.II.[CH2:13]([O:15][C:16](=[O:19])[CH2:17]Br)[CH3:14].[C:20](#[N:27])[C:21]1[CH:26]=[CH:25][CH:24]=[CH:23][CH:22]=1>[Zn]>[CH2:13]([O:15][C:16](=[O:19])[CH:17]=[C:20]([NH2:27])[C:21]1[CH:26]=[CH:25][CH:24]=[CH:23][CH:22]=1)[CH3:14]. Procedure: 21 g of (97.2%) zinc dust are treated, according to Example 4, with 2% (by weight) aqueous hydrochloric acid. The zinc activated in this manner is placed into 75 ml of diethylene glycol dimethyl ether, and 0.6 g of iodine is added. There is then added at 25° C. (if necessary with external cooling) a mixture of 16.7 ml of bromoacetic acid ethyl ester and 15.4 ml of benzonitrile. The mixture is stirred for 17 hours at room temperature, and subsequently processed basically analogously to Example 2.... Starting materials: C(=O)NC=1SC=C(N1)C(C(=O)NC1[C@@H]2N(C(=C(CS2)Cl)C(=O)OCC2=CC=C(C=C2)[N+](=O)[O-])C1=O)=NOC (p-Nitrobenzyl 7-{2-(2-formamido-4-thiazolyl)-2-methoxyiminoacetamido}-3-chloro-3-cephem-4-carboxylate). The reagents and catalysts are [C].[Pd] (palladium carbon). Run in CO (methanol), O1CCCC1 (tetrahydrofuran). The product is C(=O)NC=1SC=C(N1)C(C(=O)NC1[C@@H]2N(C(=C(CS2)Cl)C(=O)O)C1=O)=NOC (7-{2-(2-formamido-4-thiazolyl)-2-methoxyiminoacetamido}-3-chloro-3-cephem-4-carboxylic acid). The yield is 78.2%. RXN SMILES: [CH:1]([NH:3][C:4]1[S:5][CH:6]=[C:7]([C:9](=[N:36][O:37][CH3:38])[C:10]([NH:12][CH:13]2[C:34](=[O:35])[N:15]3[C:16]([C:21]([O:23]CC4C=CC([N+]([O-])=O)=CC=4)=[O:22])=[C:17]([Cl:20])[CH2:18][S:19][C@H:14]23)=[O:11])[N:8]=1)=[O:2]>CO.O1CCCC1.[C].[Pd]>[CH:1]([NH:3][C:4]1[S:5][CH:6]=[C:7]([C:9](=[N:36][O:37][CH3:38])[C:10]([NH:12][CH:13]2[C:34](=[O:35])[N:15]3[C:16]([C:21]([OH:23])=[O:22])=[C:17]([Cl:20])[CH2:18][S:19][C@H:14]23)=[O:11])[N:8]=1)=[O:2] |f:3.4|. Procedure details: p-Nitrobenzyl 7-{2-(2-formamido-4-thiazolyl)-2-methoxyiminoacetamido}-3-chloro-3-cephem-4-carboxylate (syn isomer, 0.8 g.) was dissolved in a mixed solution of methanol (30 ml.) and tetrahydrofuran (60 ml.). After adding 10% palladium carbon (0.4 g.) to the solution, the mixture was subjected to catalytic reduction at room temperature under atmospheric pressure. The catalyst was filtered off, and the filtrate was concentrated under reduced pressure. Water (30 ml.) was added to the residue and th... Solvent: C(C)(=O)OCC (ethyl acetate), O1CCCC1 (tetrahydrofuran). Reaction SMILES: [Cl:1][C:2]1[C:10]2[N:9]=[C:8]3[N:11]([C:15]4[CH:20]=[CH:19][C:18]([Cl:21])=[CH:17][C:16]=4[Cl:22])[CH2:12][CH2:13][CH2:14][N:7]3[C:6]=2[C:5]([CH:23]([OH:28])[C:24]([F:27])([F:26])[F:25])=[CH:4][CH:3]=1.[H-].[Na+].I[CH3:32]>O1CCCC1.C(OCC)(=O)C>[Cl:1][C:2]1[C:10]2[N:9]=[C:8]3[N:11]([C:15]4[CH:20]=[CH:19][C:18]([Cl:21])=[CH:17][C:16]=4[Cl:22])[CH2:12][CH2:13][CH2:14][N:7]3[C:6]=2[C:5]([CH:23]([O:28][CH3:32])[C:24]([F:25])([F:26])[F:27])=[CH:4][CH:3]=1 |f:1.2|. Reported procedure: To a stirred solution of 1-[9-chloro-1-(2,4-dichlorophenyl)-1,2,3,4-tetrahydropyrimido[1,2-a]benzimidazol-6-yl]-2,2,2-trifluoroethanol (67.6 mg, 0.150 mmol) in tetrahydrofuran (1.0 mL) was added sodium hydride (60% in oil, 7.2 mg, 0.18 mmol) at 0° C. After 15 min, iodomethane (46.7 μL, 0.75 mmol) was added. After being stirred for 1.5 h at room temperature, the reaction mixture was diluted with ethyl acetate, washed with aqueous sodium hydrogen carbonate and brine, dried over sodium sulfate, fil... Yields the product ClC1=CC=C(C=2N3C(=NC21)N(CCC3)C3=C(C=C(C=C3)Cl)Cl)C(C(F)(F)F)OC (9-Chloro-1-(2,4-dichlorophenyl)-6-(2,2,2-trifluoro-1-methoxyethyl)-1,2,3,4-tetrahydropyrimido[1,2-a]benzimidazole). Reactants: ClC1=CC=C(C=2N3C(=NC21)N(CCC3)C3=C(C=C(C=C3)Cl)Cl)C(C(F)(F)F)O (1-[9-chloro-1-(2,4-dichlorophenyl)-1,2,3,4-tetrahydropyrimido[1,2-a]benzimidazol-6-yl]-2,2,2-trifluoroethanol), [H-].[Na+] (sodium hydride), IC (iodomethane). Run at time 15 minute. The yield is 96.7%.